From a dataset of the Open Reaction Database (ORD), a public repository of structured organic reaction records. describe an organic reaction: reactants, conditions, products, and yield Reactants: C(#N)NC(SC)=NCCSCC=1OC2=C(C1)C=CC(=C2)CN(C)C (N-Cyano-N'-[ 2-(6-dimethylaminomethyl-2-benzofuranylmethylthio)ethyl]-S-methylisothiourea), N (ammonia). Run in C(C)O (ethanol). Yields the product C(#N)NC(=N)NCCSCC=1OC2=C(C1)C=CC(=C2)CN(C)C (N-cyano-N'-[2-(6-dimethylaminomethyl-2-benzofuranylmethylthio)ethyl]guanidine). RXN SMILES: [C:1]([NH:3][C:4](=[N:7][CH2:8][CH2:9][S:10][CH2:11][C:12]1[O:13][C:14]2[CH:20]=[C:19]([CH2:21][N:22]([CH3:24])[CH3:23])[CH:18]=[CH:17][C:15]=2[CH:16]=1)SC)#[N:2].[NH3:25]>C(O)C>[C:1]([NH:3][C:4]([NH:7][CH2:8][CH2:9][S:10][CH2:11][C:12]1[O:13][C:14]2[CH:20]=[C:19]([CH2:21][N:22]([CH3:24])[CH3:23])[CH:18]=[CH:17][C:15]=2[CH:16]=1)=[NH:25])#[N:2]. Reported procedure: A solution of N-cyano-N'-[2-(6-dimethylaminomethyl)-2-benzofuranylmethylthio)ethyl]-S-methylisothiourea (Example 1, Step F) (6.27 g., 0.0173 mole) and ammonia (12 g.) in ethanol (65 ml.) is heated in a sealed vessel for 36 hours at 55°-60° C. Volatile materials are then removed by distillation at reduced pressure. The residual oil consisting of the nearly pure product is purified by column chromatography on 85 g. of silica gel with elution by a 10% solution of methanol in chloroform affording N-...